From a dataset of the Open Reaction Database (ORD), a public repository of structured organic reaction records. describe an organic reaction: reactants, conditions, products, and yield The reactants are COCCl (Chloromethyl methyl ether), C(C)(C)(C)[Mg]Cl (tert-butylmagnesium chloride), ice water, ClC1=C(C(=O)NCC)C(=CC=C1)[Si](C)(C)C (2-Chloro-N-ethyl-6-(trimethylsilyl)benzamide). The solvent is C1CCOC1 (THF), C1CCOC1 (THF). Run at time 1 hour. Yields the product ClC1=C(C(=O)N(COC)CC)C(=CC=C1)[Si](C)(C)C (2-Chloro-N-ethyl-N-(methoxymethyl)-6-(trimethylsilyl)benzamide). Isolated yield 53.4%. RXN SMILES: C([Mg]Cl)(C)(C)C.[Cl:7][C:8]1[CH:18]=[CH:17][CH:16]=[C:15]([Si:19]([CH3:22])([CH3:21])[CH3:20])[C:9]=1[C:10]([NH:12][CH2:13][CH3:14])=[O:11].[CH3:23][O:24][CH2:25]Cl>C1COCC1>[Cl:7][C:8]1[CH:18]=[CH:17][CH:16]=[C:15]([Si:19]([CH3:21])([CH3:20])[CH3:22])[C:9]=1[C:10]([N:12]([CH2:13][CH3:14])[CH2:23][O:24][CH3:25])=[O:11]. Procedure: A 2M THF solution of tert-butylmagnesium chloride (2.5 mL, 5 mmol) was added to an ice water cooled solution of the compound of Example 45 (1.28 g, 5 mmol) in THF (25 mL). Chloromethyl methyl ether (0.44 g, 5.5 mmol) was then added and the reaction mixture was stirred at ambient temperature for 1 h and then partitioned between water and ethyl acetate. The organic solution was dried (MgSO4), concentrated, and purified by RC with 1:9 ethyl acetate/hexanes to afford 0.80 g of the title compound as ... Starting materials: C(C1=CC=CC=C1)OC[C@H]1C(C[C@@H]1COCC1=CC=CC=C1)=O ((2S-trans)-2,3-bis[(benzyloxy)methyl]cyclobutanone), [Cl-].[Cl-].C(C(C)C)[Al+2] (isobutylaluminum dichloride). Solvent: C1(=CC=CC=C1)C (toluene). Run at time 30 minute. Yields the product [1S-(1α,2β,3β)]-3-hydroxy-1,2-cyclobutanedimethanol, C(C1=CC=CC=C1)OCC1=CC=CC=C1 (dibenzyl ether). RXN SMILES: C(O[CH2:9][C@@H:10]1[C@@H:13]([CH2:14][O:15][CH2:16][C:17]2[CH:22]=[CH:21][CH:20]=[CH:19][CH:18]=2)[CH2:12][C:11]1=O)C1C=CC=CC=1.[Cl-].[Cl-].[CH2:26]([Al+2])C(C)C>C1(C)C=CC=CC=1>[CH2:16]([O:15][CH2:14][C:13]1[CH:10]=[CH:9][CH:26]=[CH:11][CH:12]=1)[C:17]1[CH:18]=[CH:19][CH:20]=[CH:21][CH:22]=1 |f:1.2.3|. Reported procedure: A solution of (2S-trans)-2,3-bis[(benzyloxy)methyl]cyclobutanone (0.5 g., 1.61 mmole) in toluene (1 ml.) was added dropwise to a solution of isobutylaluminum dichloride (0.71M in hexane, 3.41 ml., 2.42 mmole) at -78° C. The mixture was allowed to warm slowly to room temperature over 2 hours. After stirring for 30 minutes at room temperature, the mixture was allowed to stand at 0° C. overnight. After dilution with ethyl acetate, the reaction mixture was quenched with 10% hydrochloric acid. The or... Starting materials: O=N[O-], COc1c(N)ccnc1CO, [Na+], O=S(=O)(O)O. Yields the product COc1c(O)ccnc1CO. RXN SMILES: [N:12](=[O:13])[O-:14].[NH2:1][c:2]1[c:3]([O:10][CH3:11])[c:4]([CH2:8][OH:9])[n:5][cH:6][cH:7]1.[Na+:15].[S:16](=[O:17])(=[O:18])([OH:19])[OH:20]>>[c:2]1([OH:13])[c:3]([O:10][CH3:11])[c:4]([CH2:8][OH:9])[n:5][cH:6][cH:7]1. Starting materials: [Br-], C1=CCCCC1, CCO, CCOC(=O)C1C[N+]2(C(C)c3ccccc3)CCC1C2. The product is Br, CCOC(=O)C1CN2CCC1C2. Reaction SMILES: [Br-:1].[CH2:22]1[CH2:23][CH:24]=[CH:25][CH2:26][CH2:27]1.[CH3:28][CH2:29][OH:30].[c:2]1([CH:3]([CH3:4])[N+:10]23[CH2:11][CH:12]([C:17](=[O:18])[O:19][CH2:20][CH3:21])[CH:13]([CH2:14][CH2:15]2)[CH2:16]3)[cH:5][cH:6][cH:7][cH:8][cH:9]1>>[BrH:1].[N:10]12[CH2:11][CH:12]([C:17](=[O:18])[O:19][CH2:20][CH3:21])[CH:13]([CH2:14][CH2:15]1)[CH2:16]2. Reactants: C1(=CC=CC=C1)C(CCC)=O (1-phenylbutan-1-one), BrBr (bromine). Solvent: C(C)OCC (diethyl ether). Conditions: time 4 hour. The product is BrC(C(=O)C1=CC=CC=C1)CC (2-Bromo-1-phenylbutan-1-one). Yield: 72.4%. As a reaction SMILES: [C:1]1([C:7](=[O:11])[CH2:8][CH2:9][CH3:10])[CH:6]=[CH:5][CH:4]=[CH:3][CH:2]=1.[Br:12]Br>C(OCC)C>[Br:12][CH:8]([CH2:9][CH3:10])[C:7]([C:1]1[CH:6]=[CH:5][CH:4]=[CH:3][CH:2]=1)=[O:11]. Procedure: To a solution of 1-phenylbutan-1-one (10.0 g, 67.5 mmol) in diethyl ether (200 ml) was slowly added dropwise bromine (10.8 g, 67.5 mmol), and the mixture was stirred at room temperature for 4 hours. The reaction solution was distilled off under reduced pressure to give the desired product (11.1 g, 72.3%) as an oil. Starting materials: O (water), Cl.C(C1=CC=CC=C1)C=1C=C(C(=N)N)C=CC1 (3-Benzylbenzamidine hydrochloride), N(O)=C(C(=O)OCC)C#N (ethyl α-oximinocyanoacetate), [Na] (sodium). Solvent: C(C)O (ethanol), C(C)(=O)O (acetic acid). Conditions: time 5 hour. Yields the product NC=1N=C(NC(C1N=O)=O)C1=CC(=CC=C1)CC1=CC=CC=C1 (4-amino-2-(3-benzylphenyl)-5-nitrosopyrimid-6-one). Yield: 78.3%. As a reaction SMILES: Cl.[CH2:2]([C:9]1[CH:10]=[C:11]([CH:15]=[CH:16][CH:17]=1)[C:12]([NH2:14])=[NH:13])[C:3]1[CH:8]=[CH:7][CH:6]=[CH:5][CH:4]=1.[N:18](=[C:20]([C:26]#[N:27])[C:21](OCC)=[O:22])[OH:19].[Na].O>C(O)C.C(O)(=O)C>[NH2:27][C:26]1[N:13]=[C:12]([C:11]2[CH:15]=[CH:16][CH:17]=[C:9]([CH2:2][C:3]3[CH:4]=[CH:5][CH:6]=[CH:7][CH:8]=3)[CH:10]=2)[NH:14][C:21](=[O:22])[C:20]=1[N:18]=[O:19] |f:0.1,^1:27|. Reported procedure: 3-Benzylbenzamidine hydrochloride (12.3 g.) and ethyl α-oximinocyanoacetate (7.1 g.) were added to a solution of sodium (4.6 g.) in anhydrous ethanol (60 ml.). The mixture was heated under reflux with stirring for 5 hours and then allowed to stand at room temperature overnight. The mixture was poured into water (600 ml.), acidified to pH 5 with glacial acetic acid and chilled for 3 hours. The solid obtained was filtered off and washed with water to give 4-amino-2-(3-benzylphenyl)-5-nitrosopyrimi... Starting materials: ice methanol, FC1=C2CCC(C2=CC(=C1)F)(O)CC(=O)O (2-(4,6-difluoro-1-hydroxy-1-indanyl)acetic acid), FC(C(=O)O)(F)F (Trifluoroacetic acid). Run in ClCCl (dichloromethane). Product: FC1=C2CC/C(/C2=CC(=C1)F)=C\C(=O)O ((E)-2-(4,6- difluoro-1-indanylidene) acetic acid). The yield is 60.9%. As a reaction SMILES: FC(F)(F)C(O)=O.[F:8][C:9]1[CH:17]=[C:16]([F:18])[CH:15]=[C:14]2[C:10]=1[CH2:11][CH2:12][C:13]2([CH2:20][C:21]([OH:23])=[O:22])O>ClCCl>[F:8][C:9]1[CH:17]=[C:16]([F:18])[CH:15]=[C:14]2[C:10]=1[CH2:11][CH2:12]/[C:13]/2=[CH:20]\[C:21]([OH:23])=[O:22]. Procedure: Trifluoroacetic acid (39.9 g, 0.35 mol) was added dropwise to a stirred, chilled (ice-methanol bath) mixture of 2-(4,6-difluoro-1-hydroxy-1-indanyl)acetic acid (11.3 g, 0.05 mol) in dichloromethane (250 mL). After 35 min. the mixture was concentrated in vacuo. Dichloromethane was added to the residue and the mixture was concentrated in vacuo. This procedure was repeated once more to give 6.4 g of crude (E)-2-(4,6- difluoro-1-indanylidene) acetic acid. Recrystallization of 0.9 g from acetone: wat... The reactants are S1C(=CC=C1)C(=O)Cl (2-thiophenecarbonyl chloride), ClC1=CC=C2C(=NNC2=C1)N (6-chloro-1H-indazole-3-amine). Run in N1=CC=CC=C1 (pyridine). Conditions: temperature 6 celsius, time 17 hour. The product is ClC1=CC=C2C(=NNC2=C1)NC(=O)C=1SC=CC1 (N-(6-chloro-1H-indazol-3-yl)-2-thiophenecarboxamide). As a reaction SMILES: [S:1]1[CH:5]=[CH:4][CH:3]=[C:2]1[C:6](Cl)=[O:7].[Cl:9][C:10]1[CH:18]=[C:17]2[C:13]([C:14]([NH2:19])=[N:15][NH:16]2)=[CH:12][CH:11]=1>N1C=CC=CC=1>[Cl:9][C:10]1[CH:18]=[C:17]2[C:13]([C:14]([NH:19][C:6]([C:2]3[S:1][CH:5]=[CH:4][CH:3]=3)=[O:7])=[N:15][NH:16]2)=[CH:12][CH:11]=1. Procedure details: 0.64 cm3 of 2-thiophenecarbonyl chloride is added to 1 g of 6-chloro-1H-indazole-3-amine in 15 cm3 of pyridine, after cooling to about 6° C. with an ice bath, the reaction medium is then allowed to return to room temperature over 17 hours and concentrated to dryness under reduced pressure (2 kPa; 45° C.), and the residue is then taken up in 20 cm3 of ethyl acetate, 20 cm3 of water and 20 cm3 of saturated aqueous sodium chloride solution. The organic phase is separated out after settling of the p...